Dataset: the Open Reaction Database (ORD), a public repository of structured organic reaction records. Task: describe an organic reaction: reactants, conditions, products, and yield Conditions: time 4 hour. Product: FC(C(O)C1=C(C=CC=C1)C=1C=NC=NC1)(F)F (2,2,2-trifluoro-1-(2-pyrimidin-5-yl-phenyl)-ethanol). The reactants are Cl (HCl), [F-].C(CCC)[N+](CCCC)(CCCC)CCCC (Tetrabutylammonium fluoride), N1=CN=CC(=C1)C1=C(C=O)C=CC=C1 (2-pyrimidin-5-yl-benzaldehyde), FC(F)(F)[Si](C)(C)C (trifluoromethyl trimethylsilane). Reported procedure: Tetrabutylammonium fluoride (TBAF, 0.1 ml of 1M in THF) was added to a solution of 2-pyrimidin-5-yl-benzaldehyde (184 mg, 1 mmol) and trifluoromethyl trimethylsilane (TMSCF3, 0.2 ml, 1.2 mmol) in 10 ml THF at 0° C. The mixture was warmed up to room temperature and stirred for 4 hours. The mixture was then treated with 3 ml of 1M HCl and stirred overnight. The product was extracted with ethyl acetate (3×20 ml). The organic layer was separated and dried over sodium sulfate. The organic solvent was... Yield: 82.6%. Solvent: C1CCOC1 (THF). RXN SMILES: [F-].C([N+](CCCC)(CCCC)CCCC)CCC.[N:19]1[CH:24]=[C:23]([C:25]2[CH:32]=[CH:31][CH:30]=[CH:29][C:26]=2[CH:27]=[O:28])[CH:22]=[N:21][CH:20]=1.[F:33][C:34]([Si](C)(C)C)([F:36])[F:35].Cl>C1COCC1>[F:33][C:34]([F:36])([F:35])[CH:27]([C:26]1[CH:29]=[CH:30][CH:31]=[CH:32][C:25]=1[C:23]1[CH:24]=[N:19][CH:20]=[N:21][CH:22]=1)[OH:28] |f:0.1|.